Dataset: the Open Reaction Database (ORD), a public repository of structured organic reaction records. Task: describe an organic reaction: reactants, conditions, products, and yield Reactants: C1CCOC1, CC(C)C[AlH]CC(C)C, Cc1ccccc1, COC(=O)C=C1CCN(c2ccc(Cl)c(OC)c2)CC1. The product is COc1cc(N2CCC(=CCO)CC2)ccc1Cl. As a reaction SMILES: [CH2:30]1[O:31][CH2:32][CH2:33][CH2:34]1.[CH3:21][CH:22]([CH2:23][AlH:24][CH2:25][CH:26]([CH3:27])[CH3:28])[CH3:29].[CH3:35][c:36]1[cH:37][cH:38][cH:39][cH:40][cH:41]1.[Cl:1][c:2]1[c:3]([O:19][CH3:20])[cH:4][c:5]([N:8]2[CH2:9][CH2:10][C:11](=[CH:14][C:15](=[O:16])[O:17][CH3:18])[CH2:12][CH2:13]2)[cH:6][cH:7]1>>[Cl:1][c:2]1[c:3]([O:19][CH3:20])[cH:4][c:5]([N:8]2[CH2:9][CH2:10][C:11](=[CH:14][CH2:15][OH:16])[CH2:12][CH2:13]2)[cH:6][cH:7]1. Reactants: S(=O)(=O)(Cl)Cl (sulphuryl chloride), N1CCOCC1 (morpholine), C(C)#N (acetonitrile), C(C)#N (acetonitrile). Product: O1CCN(CC1)NS(=O)(=O)Cl (Morpholinosulphamoyl chloride). RXN SMILES: [S:1]([Cl:5])(Cl)(=[O:3])=[O:2].[NH:6]1[CH2:11][CH2:10][O:9][CH2:8][CH2:7]1.C(#[N:14])C>>[O:9]1[CH2:10][CH2:11][N:6]([NH:14][S:1]([Cl:5])(=[O:3])=[O:2])[CH2:7][CH2:8]1. Reported procedure: To a solution of sulphuryl chloride (27.7 ml, 3 mol equiv) in acetonitrile (25 ml) under nitrogen was added a solution of morpholine (10 g, 114 mmol) in acetonitrile (25 ml). The reaction was heated under reflux for 15 hours, then cooled to room temperature and concentrated in vacuo to give the title compound (20.45 g).